From a dataset of the Open Reaction Database (ORD), a public repository of structured organic reaction records. describe an organic reaction: reactants, conditions, products, and yield Starting materials: NC1=NC(=C2N=CN(C2=N1)CC1=CC=CC=C1)N (2,6-Diamino-9-benzylpurine), BrBr (bromine), S(=S)(=O)([O-])[O-].[Na+].[Na+] (sodium thiosulfate). The solvent is C(Cl)Cl (methylene chloride). Conditions: time 5 hour. Product: NC1=NC(=C2N=C(N(C2=N1)CC1=CC=CC=C1)Br)N (2,6-Diamino-9-benzyl-8-bromopurine). Yield: 47.0%. RXN SMILES: [NH2:1][C:2]1[N:10]=[C:9]2[C:5]([N:6]=[CH:7][N:8]2[CH2:11][C:12]2[CH:17]=[CH:16][CH:15]=[CH:14][CH:13]=2)=[C:4]([NH2:18])[N:3]=1.[Br:19]Br.S([O-])([O-])(=O)=S.[Na+].[Na+]>C(Cl)Cl>[NH2:1][C:2]1[N:10]=[C:9]2[C:5]([N:6]=[C:7]([Br:19])[N:8]2[CH2:11][C:12]2[CH:17]=[CH:16][CH:15]=[CH:14][CH:13]=2)=[C:4]([NH2:18])[N:3]=1 |f:2.3.4|. Procedure details: 2,6-Diamino-9-benzylpurine (1.00 g, 4.16 mmol) and bromine (1 ml) were dissolved in 100 ml of methylene chloride and the solution was stirred at room temperature for 5 hours. Aqueous sodium thiosulfate was added to the reaction mixture. The organic layer was separated, dried on sodium sulfate and filtered. The solvent in the filtrate was evaporated in vacuo. The residue was purified with silica gel chromatography (1% methanol/chloroform) to give the subject compound (0.62 g, yield 47%). The reactants are Cc1ccccc1, CC(C)=NOCC(=O)O, O=S(Cl)Cl. The product is CC(C)=NOCC(=O)Cl. Reaction SMILES: [CH3:14][c:15]1[cH:16][cH:17][cH:18][cH:19][cH:20]1.[CH3:1][C:2]([CH3:3])=[N:4][O:5][CH2:6][C:7](=[O:8])[OH:9].[S:10]([Cl:11])([Cl:12])=[O:13]>>[CH3:1][C:2]([CH3:3])=[N:4][O:5][CH2:6][C:7](=[O:9])[Cl:12].